This data is from the Open Reaction Database (ORD), a public repository of structured organic reaction records. The task is: describe an organic reaction: reactants, conditions, products, and yield Reactants: O=C([O-])[O-], COC(=O)c1c[nH]c2ccccc12, Clc1cnnc2ccccc12, [Cs+], [Cs+], CN(C)C=O, O. Reaction SMILES: [C:25](=[O:26])([O-:27])[O-:28].[CH3:1][O:2][C:3](=[O:4])[c:5]1[cH:6][nH:7][c:8]2[cH:9][cH:10][cH:11][cH:12][c:13]12.[Cl:14][c:15]1[cH:16][n:17][n:18][c:19]2[cH:20][cH:21][cH:22][cH:23][c:24]12.[Cs+:29].[Cs+:30].[O:31]=[CH:32][N:33]([CH3:34])[CH3:35].[OH2:36]>>[CH3:1][O:2][C:3](=[O:4])[c:5]1[cH:6][n:7](-[c:15]2[cH:16][n:17][n:18][c:19]3[cH:20][cH:21][cH:22][cH:23][c:24]23)[c:8]2[cH:9][cH:10][cH:11][cH:12][c:13]12. Product: COC(=O)c1cn(-c2cnnc3ccccc23)c2ccccc12.